Dataset: the Open Reaction Database (ORD), a public repository of structured organic reaction records. Task: describe an organic reaction: reactants, conditions, products, and yield The reactants are BrC1=CC=CC(=N1)C1(CC1)C#N (1-(6-bromopyridin-2-yl)cyclopropanecarbonitrile), NC=1SC(=CC1C(=O)N)C1=C(C=C(C=C1F)C(C)(C)O)F (2-amino-5-[2,6-difluoro-4-(1-hydroxy-1-methylethyl)phenyl]thiophene-3-carboxamide). Product: C(#N)C1(CC1)C1=CC=CC(=N1)NC=1SC(=CC1C(=O)N)C1=C(C=C(C=C1F)C(C)(C)O)F (2-{[6-(1-Cyanocyclopropyl)pyridin-2-yl]amino}-5-[2,6-difluoro-4-(1-hydroxy-1-methylethyl)phenyl]thiophene-3-carboxamide). Reaction SMILES: Br[C:2]1[N:7]=[C:6]([C:8]2([C:11]#[N:12])[CH2:10][CH2:9]2)[CH:5]=[CH:4][CH:3]=1.[NH2:13][C:14]1[S:15][C:16]([C:22]2[C:27]([F:28])=[CH:26][C:25]([C:29]([OH:32])([CH3:31])[CH3:30])=[CH:24][C:23]=2[F:33])=[CH:17][C:18]=1[C:19]([NH2:21])=[O:20]>>[C:11]([C:8]1([C:6]2[N:7]=[C:2]([NH:13][C:14]3[S:15][C:16]([C:22]4[C:23]([F:33])=[CH:24][C:25]([C:29]([OH:32])([CH3:30])[CH3:31])=[CH:26][C:27]=4[F:28])=[CH:17][C:18]=3[C:19]([NH2:21])=[O:20])[CH:3]=[CH:4][CH:5]=2)[CH2:10][CH2:9]1)#[N:12]. Reported procedure: The title compound was prepared according to the procedure described in Example 1 using 1-(6-bromopyridin-2-yl)cyclopropanecarbonitrile (107 mg, 0.48 mmol) and 2-amino-5-[2,6-difluoro-4-(1-hydroxy-1-methylethyl)phenyl]thiophene-3-carboxamide (150 mg, 0.48 mmol) as starting materials. Starting materials: CC(=O)O, O=C[O-], [NH4+], O, COc1cccc(O)c1C(C)(C)O. Product: COc1cccc(O)c1C(C)C. As a reaction SMILES: [CH3:19][C:20](=[O:21])[OH:22].[CH:15]([O-:16])=[O:17].[NH4+:18].[OH2:14].[OH:1][C:2]([CH3:3])([CH3:4])[c:5]1[c:6]([OH:13])[cH:7][cH:8][cH:9][c:10]1[O:11][CH3:12]>>[CH:2]([CH3:3])([CH3:4])[c:5]1[c:6]([OH:13])[cH:7][cH:8][cH:9][c:10]1[O:11][CH3:12]. Reactants: N (ammonia), COC(C(C#N)=NO)OC (3,3-dimethoxy-2-hydroxyiminopropionitrile), Cl.C(C)(C)(C)NN (t-butylhydrazine hydrochloride), Cl (hydrochloric acid). Run in O (water), CO (methanol), O (water). Conditions: temperature 10 celsius, time 30 minute. The product is NC1=C(C=NN1C(C)(C)C)N=O (5-amino-1-t-butyl-4-nitrosopyrazole). Isolated yield 57.4%. As a reaction SMILES: CO[CH:3](OC)[C:4](=[N:7][OH:8])[C:5]#[N:6].Cl.[C:12]([NH:16][NH2:17])([CH3:15])([CH3:14])[CH3:13].Cl.N>O.CO>[NH2:6][C:5]1[N:16]([C:12]([CH3:15])([CH3:14])[CH3:13])[N:17]=[CH:3][C:4]=1[N:7]=[O:8] |f:1.2|. Reported procedure: To a flask having an inner volume of 25 ml and equipped with a stirring device, a thermometer and a reflux condenser were charged, 2.97 g (20 mmol) of 3,3-dimethoxy-2-hydroxyiminopropionitrile with a purity of 96.9% by weight synthesized in the same manner as in Example 1, 2.70 g (21 mmol) of t-butylhydrazine hydrochloride with a purity of 97% by weight, 1.4 ml of water, 6 ml of methanol and 1.3 ml (15 mmol) of conc. hydrochloric acid, and the mixture was reacted at 60 to 62° C. for 3 hours. Aft... Reactants: [N-]=[N+]=[N-].[Na+] (sodium azide), [N+](=O)([O-])C1=C(C=CC=C1)S(=O)(=O)Cl (o-nitrobenzenesulfonyl chloride), ice water. Run in O (water), C(C)O (ethanol). Run at time 30 minute. Yields the product [N+](=O)([O-])C1=C(C=CC=C1)S(=O)(=O)N=[N+]=[N-] (o-Nitrobenzenesulfonyl Azide). The yield is 92.0%. As a reaction SMILES: [N+:1]([C:4]1[CH:9]=[CH:8][CH:7]=[CH:6][C:5]=1[S:10](Cl)(=[O:12])=[O:11])([O-:3])=[O:2].[N-:14]=[N+:15]=[N-:16].[Na+]>C(O)C.O>[N+:1]([C:4]1[CH:9]=[CH:8][CH:7]=[CH:6][C:5]=1[S:10]([N:14]=[N+:15]=[N-:16])(=[O:12])=[O:11])([O-:3])=[O:2] |f:1.2|. Procedure details: To a solution of 15.0 g (0.069 mole) of o-nitrobenzenesulfonyl chloride dissolved in 150 ml ethanol was added 5.89 g (0.090 mole) of sodium azide dissolved in a minimum amount of water. The solution was stirred for 30 minutes and then poured into a 2 liter Erlenmeyer flask containing 500 ml of ice water. The resultant white solid was filtered, dried and recrystallized from ethanol. The purified product had a melting point 73°-74° C. (lit. 73°-74° C.) and was isolated in 92% yield (14.47 g).